From a dataset of the Open Reaction Database (ORD), a public repository of structured organic reaction records. describe an organic reaction: reactants, conditions, products, and yield The reactants are COC(=O)C=1N=C(N(C1CBr)C(C)=O)OC(C)=O (2-acetoxy-1-acetyl-5-bromomethyl-1H-imidazole-4-carboxylic acid methyl ester), SC1=CC=C(C=C1)O (4-mercaptophenol), C(=O)([O-])[O-].[K+].[K+] (K2CO3), Cl (HCl). Run in CO (MeOH), O (water). Run at time 6 hour. Product: COC(=O)C=1NC(NC1CSC1=CC=C(C=C1)O)=O (5-(4-hydroxy-phenylsulfanyl methyl)-2-oxo-2,3-dihydro-1H-imidazole-4-carboxylic acid methyl ester). Isolated yield 78.5%. As a reaction SMILES: [CH3:1][O:2][C:3]([C:5]1[N:6]=[C:7]([O:15]C(=O)C)[N:8](C(=O)C)[C:9]=1[CH2:10]Br)=[O:4].[SH:19][C:20]1[CH:25]=[CH:24][C:23]([OH:26])=[CH:22][CH:21]=1.C([O-])([O-])=O.[K+].[K+].Cl>CO.O>[CH3:1][O:2][C:3]([C:5]1[NH:6][C:7](=[O:15])[NH:8][C:9]=1[CH2:10][S:19][C:20]1[CH:25]=[CH:24][C:23]([OH:26])=[CH:22][CH:21]=1)=[O:4] |f:2.3.4|. Procedure: To a solution of 4c (640 mg, 2 mmol) in 20 mL of MeOH was added 4-mercaptophenol (380 mg, 3.0 mmol) and K2CO3 (550 mg, 4.0 mmol). The solution was stirred at rt for 6 h. 20 mL of water was then added and 2 mL of 1N HCl was carefully added. This aqueous solution was extracted with Et2O. The aqueous solution was then concentrated and the residue was first dissolved in 5 mL of MeOH and the diluted with 50 mL of CH2Cl2. Filtration and concentration provided 5-(4-hydroxy-phenylsulfanyl methyl)-2-oxo-... Starting materials: COC1=CC=C2C=CNC2=C1 (6-methoxy-1H-indole), BrCCO[Si](C)(C)C(C)(C)C ((2-bromoethoxy)-tert-butyldimethylsilane), [H-].[Na+] (sodium hydride). The solvent is CN(C)C=O (DMF). Reaction conditions: time 1 hour. Product: EtOAc hexanes, [Si](C)(C)(C(C)(C)C)OCCN1C=CC2=CC=C(C=C12)OC (1-[2-(tert-Butyldimethylsilyloxy)ethyl]-6-methoxy-1H-indole). Isolated yield 101.8%. As a reaction SMILES: [CH3:1][O:2][C:3]1[CH:11]=[C:10]2[C:6]([CH:7]=[CH:8][NH:9]2)=[CH:5][CH:4]=1.Br[CH2:13][CH2:14][O:15][Si:16]([C:19]([CH3:22])([CH3:21])[CH3:20])([CH3:18])[CH3:17].[H-].[Na+]>CN(C=O)C>[Si:16]([O:15][CH2:14][CH2:13][N:9]1[C:10]2[C:6](=[CH:5][CH:4]=[C:3]([O:2][CH3:1])[CH:11]=2)[CH:7]=[CH:8]1)([C:19]([CH3:22])([CH3:21])[CH3:20])([CH3:18])[CH3:17] |f:2.3|. Reported procedure: To a solution of 6-methoxy-1H-indole (7.0 g, 47.6 mmol) and (2-bromoethoxy)-tert-butyldimethylsilane (10.7 mL, 50.0 mmol) in DMF (100 mL) under nitrogen was added, portionwise, sodium hydride (65% dispersion in oil) (2.8 g, 71.4 mmol) at room temperature. The reaction mixture was stirred for 1 h, quenched with saturated aq NaHCO3 (100 mL) and diluted with EtOAc (150 mL). The organic phase was washed with water (3×150 mL), saturated aq NaHCO3 (100 mL), brine (2×100 mL), dried (MgSO4), filtered an... Reactants: Cc1cc(-c2ncn(C3CCCCO3)n2)c(F)cc1Br, CN(C)C=O, CC(C)N1C(=O)CNc2ncc([Sn](C)(C)C)nc21, Cc1cc(-c2ncn(C3CCCCO3)n2)c(F)cc1-c1cnc2c(n1)N(C(C)C)C(=O)CN2, Cl[Pd]Cl, c1ccc(P(c2ccccc2)c2ccccc2)cc1, c1ccc(P(c2ccccc2)c2ccccc2)cc1. The product is Cc1cc(-c2nc[nH]n2)c(F)cc1-c1cnc2c(n1)N(C(C)C)C(=O)CN2. As a reaction SMILES: [Br:52][c:53]1[c:54]([CH3:55])[cH:56][c:57](-[c:58]2[n:59][cH:60][n:61]([CH:62]3[CH2:63][CH2:64][CH2:65][CH2:66][O:67]3)[n:68]2)[c:69]([F:70])[cH:71]1.[CH3:72][N:73]([CH3:74])[CH:75]=[O:76].[CH:34]([N:35]1[c:36]2[n:37][c:38]([Sn:39]([CH3:40])([CH3:41])[CH3:42])[cH:43][n:44][c:45]2[NH:46][CH2:47][C:48]1=[O:49])([CH3:50])[CH3:51].[F:1][c:2]1[c:3](-[c:23]2[n:24][n:25]([CH:28]3[CH2:29][CH2:30][CH2:31][CH2:32][O:33]3)[cH:26][n:27]2)[cH:4][c:5]([CH3:22])[c:6](-[c:8]2[cH:9][n:10][c:11]3[c:12]([n:13]2)[N:14]([CH:19]([CH3:20])[CH3:21])[C:15](=[O:18])[CH2:16][NH:17]3)[cH:7]1.[Pd:77]([Cl:78])[Cl:79].[c:80]1([P:81]([c:82]2[cH:83][cH:84][cH:85][cH:86][cH:87]2)[c:88]2[cH:89][cH:90][cH:91][cH:92][cH:93]2)[cH:94][cH:95][cH:96][cH:97][cH:98]1.[c:99]1([P:100]([c:101]2[cH:102][cH:103][cH:104][cH:105][cH:106]2)[c:107]2[cH:108][cH:109][cH:110][cH:111][cH:112]2)[cH:113][cH:114][cH:115][cH:116][cH:117]1>>[F:1][c:2]1[c:3](-[c:23]2[n:24][nH:25][cH:26][n:27]2)[cH:4][c:5]([CH3:22])[c:6](-[c:8]2[cH:9][n:10][c:11]3[c:12]([n:13]2)[N:14]([CH:19]([CH3:20])[CH3:21])[C:15](=[O:18])[CH2:16][NH:17]3)[cH:7]1. Starting materials: O1[C@@H](C1)C(=O)[O-].[K+] (Potassium (S)-oxirane-2-carboxylate), O.NN (hydrazine hydrate). Yields the product N(N)C[C@@H](C(=O)[O-])O.[K+] (potassium (S)-3-hydrazinyl-2-hydroxypropanoate). Reaction SMILES: [O:1]1[CH2:3][C@H:2]1[C:4]([O-:6])=[O:5].[K+:7].O.[NH2:9][NH2:10]>>[NH:9]([CH2:3][C@H:2]([OH:1])[C:4]([O-:6])=[O:5])[NH2:10].[K+:7] |f:0.1,2.3,4.5|. Reported procedure: Potassium (S)-oxirane-2-carboxylate LVIII (0.63 g, 5 mmol) and hydrazine hydrate (2.57 g, 51 mmol) were heated at 95° C. for 3 days. Hydrazine and water were removed and the residue was dried at 40° C. under vacuum to produce potassium (S)-3-hydrazinyl-2-hydroxypropanoate LIX (0.75 g), which was used without purification in the next step. ESIMS found for C3H7N2O3K m/z 119 (M)−.